This data is from the Open Reaction Database (ORD), a public repository of structured organic reaction records. The task is: describe an organic reaction: reactants, conditions, products, and yield Starting materials: Br, CC(=O)O, COc1ccc2c(=O)c(I)c(-c3ccccc3)oc2n1. The product is O=c1ccc2c(=O)c(I)c(-c3ccccc3)oc2[nH]1. RXN SMILES: [BrH:21].[C:22]([OH:23])(=[O:24])[CH3:25].[I:1][c:2]1[c:3](=[O:20])[c:4]2[c:5]([n:6][c:7]([O:10][CH3:11])[cH:8][cH:9]2)[o:12][c:13]1-[c:14]1[cH:15][cH:16][cH:17][cH:18][cH:19]1>>[I:1][c:2]1[c:3](=[O:20])[c:4]2[c:5]([nH:6][c:7](=[O:10])[cH:8][cH:9]2)[o:12][c:13]1-[c:14]1[cH:15][cH:16][cH:17][cH:18][cH:19]1. Procedure details: 20% Phosgene in toluene (4.0 ml, 7.6 mmol) was diluted with ethyl acetate (20 ml, 205 mmol). 2-Fluoroaniline (0.600 ml, 6.2 mmol) was added to the mixture in one portion causing a white precipitate. Mixture was heated to reflux and held with stirring for 1 hour. Mixture was concentrated by roto-vap. Residue was dissolved in a small amount of dichloromethane. Resulting solution was added to a mixture of tert-butyl 4-(2,2-dimethoxyethylamino)piperidine-1-carboxylate (1.99 g, 6.9 mmol), dichloromet... Product: COC(CN(C(=O)NC1=C(C=CC=C1)F)C1CCN(CC1)C(=O)OC(C)(C)C)OC (tert-butyl 4-(1-(2,2-dimethoxyethyl)-3-(2-fluorophenyl)ureido)piperidine-1-carboxylate). Yield: 53.0%. Starting materials: C(=O)(Cl)Cl (Phosgene), C1(=CC=CC=C1)C (toluene), C(C)(=O)OCC (ethyl acetate), COC(CNC1CCN(CC1)C(=O)OC(C)(C)C)OC (tert-butyl 4-(2,2-dimethoxyethylamino)piperidine-1-carboxylate), C([O-])(O)=O.[Na+] (sodium bicarbonate), FC1=C(N)C=CC=C1 (2-Fluoroaniline). As a reaction SMILES: [C:1](Cl)(Cl)=[O:2].C1(C)C=CC=CC=1.C(OCC)(=O)C.[F:18][C:19]1[CH:25]=[CH:24][CH:23]=[CH:22][C:20]=1[NH2:21].[CH3:26][O:27][CH:28]([O:44][CH3:45])[CH2:29][NH:30][CH:31]1[CH2:36][CH2:35][N:34]([C:37]([O:39][C:40]([CH3:43])([CH3:42])[CH3:41])=[O:38])[CH2:33][CH2:32]1.C(=O)(O)[O-].[Na+]>ClCCl>[CH3:45][O:44][CH:28]([O:27][CH3:26])[CH2:29][N:30]([CH:31]1[CH2:36][CH2:35][N:34]([C:37]([O:39][C:40]([CH3:41])([CH3:42])[CH3:43])=[O:38])[CH2:33][CH2:32]1)[C:1]([NH:21][C:20]1[CH:22]=[CH:23][CH:24]=[CH:25][C:19]=1[F:18])=[O:2] |f:5.6|. Run at time 1 hour. The solvent is ClCCl (dichloromethane). RXN SMILES: [CH:19]([CH3:20])([CH3:21])[c:22]1[cH:23][cH:24][c:25]([NH2:26])[cH:27][cH:28]1.[c:1]1([S:7](=[O:8])(=[O:9])[c:10]2[cH:11][c:12]([C:13](=[O:14])[OH:15])[cH:16][cH:17][cH:18]2)[cH:2][cH:3][cH:4][cH:5][cH:6]1>>[c:1]1([S:7](=[O:8])(=[O:9])[c:10]2[cH:11][c:12]([C:13](=[O:15])[NH:26][c:25]3[cH:24][cH:23][c:22]([CH:19]([CH3:20])[CH3:21])[cH:28][cH:27]3)[cH:16][cH:17][cH:18]2)[cH:2][cH:3][cH:4][cH:5][cH:6]1. Reactants: CC(C)c1ccc(N)cc1, O=C(O)c1cccc(S(=O)(=O)c2ccccc2)c1. Product: CC(C)c1ccc(NC(=O)c2cccc(S(=O)(=O)c3ccccc3)c2)cc1. The reactants are ClC=1C2=C(N=CN1)N(C=C2C2=C(C=CC=C2)OC)COCC[Si](C)(C)C (4-chloro-5-(2-methoxyphenyl)-7-((2-(trimethylsilyl)ethoxy)methyl)-7H-pyrrolo[2,3-d]pyrimidine), C1(=CC=CC=C1)B(O)O (phenyl boronic acid), C([O-])([O-])=O.[K+].[K+] (potassium carbonate). The reagents and catalysts are C1=CC=C(C=C1)P([C-]2C=CC=C2)C3=CC=CC=C3.C1=CC=C(C=C1)P([C-]2C=CC=C2)C3=CC=CC=C3.Cl[Pd]Cl.[Fe+2].C(Cl)Cl (PdCl2(dppf) CH2Cl2). Run in O1CCCC1 (tetrahydrofuran), CCOC(=O)C (EtOAc). Conditions: temperature 120 celsius. The product is COC1=C(C=CC=C1)C1=CN(C=2N=CN=C(C21)C2=CC=CC=C2)COCC[Si](C)(C)C (5-(2-methoxyphenyl)-4-phenyl-7-((2-(trimethylsilyl)ethoxy)methyl)-7H-pyrrolo[2,3-d]pyrimidine). Reaction SMILES: Cl[C:2]1[C:3]2[C:10]([C:11]3[CH:16]=[CH:15][CH:14]=[CH:13][C:12]=3[O:17][CH3:18])=[CH:9][N:8]([CH2:19][O:20][CH2:21][CH2:22][Si:23]([CH3:26])([CH3:25])[CH3:24])[C:4]=2[N:5]=[CH:6][N:7]=1.[C:27]1(B(O)O)[CH:32]=[CH:31][CH:30]=[CH:29][CH:28]=1.C(=O)([O-])[O-].[K+].[K+]>O1CCCC1.CCOC(C)=O.C1C=CC(P(C2C=CC=CC=2)[C-]2C=CC=C2)=CC=1.C1C=CC(P(C2C=CC=CC=2)[C-]2C=CC=C2)=CC=1.Cl[Pd]Cl.[Fe+2].C(Cl)Cl>[CH3:18][O:17][C:12]1[CH:13]=[CH:14][CH:15]=[CH:16][C:11]=1[C:10]1[C:3]2[C:2]([C:27]3[CH:32]=[CH:31][CH:30]=[CH:29][CH:28]=3)=[N:7][CH:6]=[N:5][C:4]=2[N:8]([CH2:19][O:20][CH2:21][CH2:22][Si:23]([CH3:26])([CH3:25])[CH3:24])[CH:9]=1 |f:2.3.4,7.8.9.10.11|. Procedure: To a nitrogen gas purged mixture of 4-chloro-5-(2-methoxyphenyl)-7-((2-(trimethylsilyl)ethoxy)methyl)-7H-pyrrolo[2,3-d]pyrimidine (50 mg, 0.13 mmol) and phenyl boronic acid (23.5 mg, 0.192 mmol) in 2 M potassium carbonate (0.192 mL, 0.385 mmol) and tetrahydrofuran (1.0 mL) was added PdCl2(dppf)-CH2Cl2 (10 mg, 0.013 mmol). The reaction was sealed and heated to 120° C. for 20 minutes. Upon cooling, the reaction mixture was diluted with EtOAc and washed with saturated sodium bicarbonate and brine. ...